This data is from the Open Reaction Database (ORD), a public repository of structured organic reaction records. The task is: describe an organic reaction: reactants, conditions, products, and yield Reactants: COCOC1=C(C=CC(=C1)C(F)(F)F)N(C(C)C)S(=O)(=O)C (2-(N-isopropyl-methylsulfonylamino)-5-trifluoromethyl-phenyl methoxymethyl ether), C(CCCC)=O (valeraldehyde), O (water), C(CCC)[Li] (n-butyl lithium). The solvent is C1CCOC1 (THF), CN(P(=O)(N(C)C)N(C)C)C (hexamethylphosphoramide), C1CCOC1 (THF). Conditions: time 1.5 hour. Yields the product COCOC1=C(C=CC(=C1)C(F)(F)F)N(C(C)C)S(=O)(=O)CC(CCCC)O (2-(N-isopropyl-2-hydroxyhexylsulfonylamino)-5-trifluoromethylphenyl methoxymethyl ether). Yield: 40.8%. Reaction SMILES: [CH3:1][O:2][CH2:3][O:4][C:5]1[CH:10]=[C:9]([C:11]([F:14])([F:13])[F:12])[CH:8]=[CH:7][C:6]=1[N:15]([S:19]([CH3:22])(=[O:21])=[O:20])[CH:16]([CH3:18])[CH3:17].C([Li])CCC.[CH:28](=[O:33])[CH2:29][CH2:30][CH2:31][CH3:32].O>C1COCC1.CN(C)P(N(C)C)(N(C)C)=O>[CH3:1][O:2][CH2:3][O:4][C:5]1[CH:10]=[C:9]([C:11]([F:14])([F:13])[F:12])[CH:8]=[CH:7][C:6]=1[N:15]([S:19]([CH2:22][CH:28]([OH:33])[CH2:29][CH2:30][CH2:31][CH3:32])(=[O:21])=[O:20])[CH:16]([CH3:18])[CH3:17]. Reported procedure: To a solution of 2-(N-isopropyl-methylsulfonylamino)-5-trifluoromethyl-phenyl methoxymethyl ether (135 mg; prepared in Reference Example 30.) in THF (3.0 ml), hexamethylphosphoramide (420 μl) was added in a stream of argon. At −78° C., n-butyl lithium (742 μl) was added dropwise thereto. The mixture was stirred for 1.5 hours. To the mixture, a solution of valeraldehyde (102 mg) in THF (1.0 ml) was added dropwise. The mixture was stirred for 30 minutes. To the reaction mixture, water was added. T... The reactants are [K+], [K+], O=C([O-])[O-], O, CC1(O)c2ccccc2C(=O)N1c1ccncc1. Product: C=C1c2ccccc2C(=O)N1c1ccncc1. As a reaction SMILES: [K+:19].[K+:20].[O-:21][C:22]([O-:23])=[O:24].[OH2:25].[OH:1][C:2]1([CH3:18])[N:3]([c:12]2[cH:13][cH:14][n:15][cH:16][cH:17]2)[C:4](=[O:11])[c:5]2[cH:6][cH:7][cH:8][cH:9][c:10]21>>[C:2]1(=[CH2:18])[N:3]([c:12]2[cH:13][cH:14][n:15][cH:16][cH:17]2)[C:4](=[O:11])[c:5]2[cH:6][cH:7][cH:8][cH:9][c:10]21. The reactants are ClC1=NC=CC2=CC=CC=C12 (1-chloroisoquinoline), salt, O (water), [H-].[Na+] (sodium hydride), petroleum jelly, COC(=O)C1=CNC=C1C (3-methoxycarbonyl-4-methyl-1H-pyrrole). Solvent: CN(C=O)C (dimethylformamide), CN(C=O)C (dimethylformamide). Run at temperature 40 celsius, time 0.3 hour. Yields the product C1(=NC=CC2=CC=CC=C12)N1C=C(C(=C1)C)C(=O)OC (1-(Isoquinol-1-yl)-3-methoxycarbonyl-4-methyl-1H-pyrrole). As a reaction SMILES: [H-].[Na+].[CH3:3][O:4][C:5]([C:7]1[C:11]([CH3:12])=[CH:10][NH:9][CH:8]=1)=[O:6].Cl[C:14]1[C:23]2[C:18](=[CH:19][CH:20]=[CH:21][CH:22]=2)[CH:17]=[CH:16][N:15]=1.O>CN(C)C=O>[C:14]1([N:9]2[CH:10]=[C:11]([CH3:12])[C:7]([C:5]([O:4][CH3:3])=[O:6])=[CH:8]2)[C:23]2[C:18](=[CH:19][CH:20]=[CH:21][CH:22]=2)[CH:17]=[CH:16][N:15]=1 |f:0.1|. Reported procedure: 0.208 g (6.5 mmol) of sodium hydride, at 75% by weight in liquid petroleum jelly, is added at a temperature in the region of 20° C. under an argon atmosphere to a solution of 0.903 g (6.5 mmol) of 3-methoxycarbonyl-4-methyl-1H-pyrrole in 20 mL of dimethylformamide. After stirring at a temperature in the region of 40° C. for 0.3 hour, 1.07 g (6.5 mmol) of 1-chloroisoquinoline and 10 mL of dimethylformamide are added. After stirring at a temperature in the region of 120° C. for 4 hours, the reacti... The reactants are C1(=CC=CC=C1)S(=O)(=O)Cl (benzenesulfonyl chloride), O[C@H]([C@@H](C(=O)O)C)CCCCC1=CC=CC=C1 ((-)-(2S,3S)-3-hydroxy-2-methyl-7-phenylheptanoic acid), ice. The solvent is N1=CC=CC=C1 (pyridine). Reaction conditions: time 2 hour. Yields the product C[C@@H]1C(O[C@H]1CCCCC1=CC=CC=C1)=O ((3S,4S)-3-Methyl-4-(4-phenylbutyl)oxetan-2-one). Yield: 38.9%. As a reaction SMILES: O[C@@H:2]([CH2:8][CH2:9][CH2:10][CH2:11][C:12]1[CH:17]=[CH:16][CH:15]=[CH:14][CH:13]=1)[C@H:3]([CH3:7])[C:4]([OH:6])=[O:5].C1(S(Cl)(=O)=O)C=CC=CC=1>N1C=CC=CC=1>[CH3:7][C@H:3]1[C@H:2]([CH2:8][CH2:9][CH2:10][CH2:11][C:12]2[CH:17]=[CH:16][CH:15]=[CH:14][CH:13]=2)[O:5][C:4]1=[O:6]. Procedure details: A solution of (-)-(2S,3S)-3-hydroxy-2-methyl-7-phenylheptanoic acid (0.79 g, 3.3 mmol) in pyridine (30 mL) is cooled to 0° C. and benzenesulfonyl chloride (0.85 mL, 6.7 mmol) is added over 1 minute. The reaction is stirred in ice for 5 minutes, at room temperature for 2 hours and then at 0° C. for 16 hours. The reaction is poured into ice (40 mL) and extracted with ether (100 mL). The organic phase is washed with NaHCO3 (30 mL), 1N HCl (2×20 mL) and water (2×30 mL). The organic phase is dried ov...